Dataset: the Open Reaction Database (ORD), a public repository of structured organic reaction records. Task: describe an organic reaction: reactants, conditions, products, and yield Starting materials: COc1ccc(CSC2C(=O)N(c3ccc(Cl)cc3)C2c2ccc(OCC(=O)OC(C)(C)C)cc2)cc1, ClCCl, O=[N+]([O-])c1cccnc1SCl. The product is CC(C)(C)OC(=O)COc1ccc(C2C(SSc3ncccc3[N+](=O)[O-])C(=O)N2c2ccc(Cl)cc2)cc1. RXN SMILES: [Cl:1][c:2]1[cH:3][cH:4][c:5]([N:8]2[CH:9]([c:23]3[cH:24][cH:25][c:26]([O:27][CH2:28][C:29](=[O:30])[O:31][C:32]([CH3:33])([CH3:34])[CH3:35])[cH:36][cH:37]3)[CH:10]([S:13][CH2:14][c:15]3[cH:16][cH:17][c:18]([O:19][CH3:20])[cH:21][cH:22]3)[C:11]2=[O:12])[cH:6][cH:7]1.[Cl:49][CH2:50][Cl:51].[N+:38](=[O:39])([O-:40])[c:41]1[c:42]([S:47][Cl:48])[n:43][cH:44][cH:45][cH:46]1>>[Cl:1][c:2]1[cH:3][cH:4][c:5]([N:8]2[CH:9]([c:23]3[cH:24][cH:25][c:26]([O:27][CH2:28][C:29](=[O:30])[O:31][C:32]([CH3:33])([CH3:34])[CH3:35])[cH:36][cH:37]3)[CH:10]([S:13][S:47][c:42]3[c:41]([N+:38](=[O:39])[O-:40])[cH:46][cH:45][cH:44][n:43]3)[C:11]2=[O:12])[cH:6][cH:7]1. The reactants are CC1(C)c2cc(Br)ccc2-c2ccc(I)cc21, CNCCNC, CC(C)(C)[O-], I[Cu]I, c1ccc(Nc2ccccc2)cc1, [Na+], Cc1ccccc1C. Yields the product CC1(C)c2cc(Br)ccc2-c2ccc(N(c3ccccc3)c3ccccc3)cc21. Reaction SMILES: [Br:1][c:2]1[cH:3][c:4]2[c:12]([cH:13][cH:14]1)-[c:11]1[c:6]([cH:7][c:8]([I:15])[cH:9][cH:10]1)[C:5]2([CH3:16])[CH3:17].[CH3:31][NH:32][CH2:33][CH2:34][NH:35][CH3:36].[CH3:37][C:38]([CH3:39])([O-:40])[CH3:41].[Cu:43]([I:44])[I:45].[NH:18]([c:19]1[cH:20][cH:21][cH:22][cH:23][cH:24]1)[c:25]1[cH:26][cH:27][cH:28][cH:29][cH:30]1.[Na+:42].[c:46]1([CH3:47])[c:48]([CH3:49])[cH:50][cH:51][cH:52][cH:53]1>>[Br:1][c:2]1[cH:3][c:4]2[c:12]([cH:13][cH:14]1)-[c:11]1[c:6]([cH:7][c:8]([N:18]([c:19]3[cH:20][cH:21][cH:22][cH:23][cH:24]3)[c:25]3[cH:26][cH:27][cH:28][cH:29][cH:30]3)[cH:9][cH:10]1)[C:5]2([CH3:16])[CH3:17]. Reactants: FC(F)=C(F)CCBr, O=C([O-])[O-], COCCOC, Cl, N#CC(C#N)CC(F)(F)C(F)(F)C(F)(F)C(F)F, [K+], [K+]. Yields the product N#CC(C#N)(CCC(F)=C(F)F)CC(F)(F)C(F)(F)C(F)(F)C(F)F. As a reaction SMILES: [Br:19][CH2:20][CH2:21][C:22](=[C:23]([F:24])[F:25])[F:26].[C:27](=[O:28])([O-:29])[O-:30].[CH3:34][O:35][CH2:36][CH2:37][O:38][CH3:39].[ClH:33].[F:1][C:2]([CH2:3][CH:4]([C:5]#[N:6])[C:7]#[N:8])([C:9]([C:10]([CH:11]([F:12])[F:13])([F:14])[F:15])([F:16])[F:17])[F:18].[K+:31].[K+:32]>>[F:1][C:2]([CH2:3][C:4]([C:5]#[N:6])([C:7]#[N:8])[CH2:20][CH2:21][C:22](=[C:23]([F:24])[F:25])[F:26])([C:9]([C:10]([CH:11]([F:12])[F:13])([F:14])[F:15])([F:16])[F:17])[F:18]. Starting materials: CC(=O)[O-], CCO, O=Cc1c(F)ccc(F)c1Cl, Cl, NO, [Na+]. Product: ON=Cc1c(F)ccc(F)c1Cl. Reaction SMILES: [CH3:16][C:17](=[O:18])[O-:19].[CH3:20][CH2:21][OH:22].[Cl:1][c:2]1[c:3]([CH:4]=[O:5])[c:6]([F:11])[cH:7][cH:8][c:9]1[F:10].[ClH:14].[NH2:12][OH:13].[Na+:15]>>[Cl:1][c:2]1[c:3]([CH:4]=[N:12][OH:13])[c:6]([F:11])[cH:7][cH:8][c:9]1[F:10].